Dataset: the Open Reaction Database (ORD), a public repository of structured organic reaction records. Task: describe an organic reaction: reactants, conditions, products, and yield Reactants: C(C1=CC=CC=C1)(=O)NC1=C2N=CN(C2=NC=N1)[C@H]1[C@H](O)[C@@H]([C@H](O1)C(=O)O)NC([C@@H](NC(=O)OCC1=CC=CC=C1)CC1=CC=C(C=C1)OC)=O (1-(6-benzoylamino-9H-purin-9-yl)-3-(N-benzyloxycarbonyl-O-methyl-L-tyrosylamino)-1,3-dideoxy-β-D-ribofuranuronic acid), [N+](=[N-])=C (diazomethane). Solvent: C(C)(=O)OCC (ethyl acetate). Reaction conditions: time 30 minute. The product is C(C1=CC=CC=C1)(=O)NC1=C2N=CN(C2=NC=N1)[C@H]1[C@H](O)[C@@H]([C@H](O1)C(=O)OC)NC([C@@H](NC(=O)OCC1=CC=CC=C1)CC1=CC=C(C=C1)OC)=O (methyl 1-(6-benzoylamino-9H-purin-9-yl)-1,3-dideoxy-3-(N-benzyloxycarbonyl-O-methyl-L-tyrosylamino)-β-D-ribofuranuronate). As a reaction SMILES: [C:1]([NH:9][C:10]1[N:18]=[CH:17][N:16]=[C:15]2[C:11]=1[N:12]=[CH:13][N:14]2[C@@H:19]1[O:24][C@H:23]([C:25]([OH:27])=[O:26])[C@@H:22]([NH:28][C:29](=[O:51])[C@H:30]([CH2:42][C:43]2[CH:48]=[CH:47][C:46]([O:49][CH3:50])=[CH:45][CH:44]=2)[NH:31][C:32]([O:34][CH2:35][C:36]2[CH:41]=[CH:40][CH:39]=[CH:38][CH:37]=2)=[O:33])[C@H:20]1[OH:21])(=[O:8])[C:2]1[CH:7]=[CH:6][CH:5]=[CH:4][CH:3]=1.[N+](=[CH2:54])=[N-]>C(OCC)(=O)C>[C:1]([NH:9][C:10]1[N:18]=[CH:17][N:16]=[C:15]2[C:11]=1[N:12]=[CH:13][N:14]2[C@@H:19]1[O:24][C@H:23]([C:25]([O:27][CH3:54])=[O:26])[C@@H:22]([NH:28][C:29](=[O:51])[C@H:30]([CH2:42][C:43]2[CH:44]=[CH:45][C:46]([O:49][CH3:50])=[CH:47][CH:48]=2)[NH:31][C:32]([O:34][CH2:35][C:36]2[CH:37]=[CH:38][CH:39]=[CH:40][CH:41]=2)=[O:33])[C@H:20]1[OH:21])(=[O:8])[C:2]1[CH:7]=[CH:6][CH:5]=[CH:4][CH:3]=1. Procedure details: To a suspension of 1-(6-benzoylamino-9H-purin-9-yl)-1,3-dideoxy-3-(N-benzyloxycarbonyl-O-methyl-L-tyrosylamino)-β-D-ribofuranuronic acid (695 mg) prepared in Example 2 in ethyl acetate (200 ml) was added excess ethereal solution of diazomethane and the mixture was stirred for 30 minutes at room temperature. The resulting solution was evaporated to dryness and the residue was triturated in diethyl ether to give methyl 1-(6-benzoylamino-9H-purin-9-yl)-1,3-dideoxy-3-(N-benzyloxycarbonyl-O-methyl-L-...